From a dataset of the Open Reaction Database (ORD), a public repository of structured organic reaction records. describe an organic reaction: reactants, conditions, products, and yield Solvent: CN(C=O)C (N,N-dimethylformamide). Procedure: [1,1′-Bis(diphenylphosphino)ferrocene]dichloropalladium(II),complex with dichloromethane (1:1) (30.2 mg, 0.037 mmol) is added to a degassed mixture of the product of step 1, Example 21 along with 2,2-dichloro-N-[(1S,2R)-1-(fluoromethyl)-2-hydroxy-2-(4-iodophenyl)ethyl]acetamide (150 mg, 0.369 mmol), and cesium carbonate (482 mg, 1.48 mmol) in N,N-dimethylformamide (2.76 mL) at room temperature. The reaction mixture is heated at 60° C. for 4 hours. After cooling to room temperature the reaction m... Product: ClC(C(=O)N[C@@H]([C@H](O)C1=CC=C(C=C1)C=1C=NC(=CC1)CCC#N)CF)Cl (2,2-dichloro-N-[(1S,2R)-2-{4-[6-(2-cyanoethyl)pyridin-3-yl]phenyl}-1-(fluoromethyl)-2-hydroxyethyl]acetamide). As a reaction SMILES: ClCCl.CC1(C)C(C)(C)OB([C:12]2[CH:13]=[CH:14][C:15]([CH2:18][CH2:19][C:20]#[N:21])=[N:16][CH:17]=2)O1.[Cl:23][CH:24]([Cl:40])[C:25]([NH:27][C@H:28]([CH2:38][F:39])[C@H:29]([OH:37])[C:30]1[CH:35]=[CH:34][C:33](I)=[CH:32][CH:31]=1)=[O:26].C(=O)([O-])[O-].[Cs+].[Cs+]>CN(C)C=O>[Cl:23][CH:24]([Cl:40])[C:25]([NH:27][C@H:28]([CH2:38][F:39])[C@@H:29]([C:30]1[CH:31]=[CH:32][C:33]([C:12]2[CH:17]=[N:16][C:15]([CH2:18][CH2:19][C:20]#[N:21])=[CH:14][CH:13]=2)=[CH:34][CH:35]=1)[OH:37])=[O:26] |f:3.4.5|. The reactants are [1,1′-Bis(diphenylphosphino)ferrocene]dichloropalladium(II),complex, ClCCl (dichloromethane), CC1(OB(OC1(C)C)C=1C=CC(=NC1)CCC#N)C (3-[5-(4,4,5,5-tetramethyl-1,3,2-dioxaborolan-2-yl)pyridin-2-yl]propanenitrile), ClC(C(=O)N[C@@H]([C@@H](C1=CC=C(C=C1)I)O)CF)Cl (2,2-dichloro-N-[(1S,2R)-1-(fluoromethyl)-2-hydroxy-2-(4-iodophenyl)ethyl]acetamide), C([O-])([O-])=O.[Cs+].[Cs+] (cesium carbonate). Conditions: temperature 60 celsius.